This data is from the Open Reaction Database (ORD), a public repository of structured organic reaction records. The task is: describe an organic reaction: reactants, conditions, products, and yield Reactants: ClC=1C=C(CN2C(C=3C(=CN=C(C3CC2)C(=O)OCC)O)=O)C=CC1F (ethyl 6-(3-chloro-4-fluorobenzyl)-4-hydroxy-5-oxo-5,6,7,8-tetrahydro-2,6-naphthyridine-1-carboxylate), [Li+].[OH-] (LiOH), Cl (HCl), Cl (HCl), solution. The solvent is O (water), C1CCOC1 (THF), CO (MeOH), O (water). Reaction conditions: temperature 60 celsius. The product is ClC=1C=C(CN2C(C=3C(=CN=C(C3CC2)C(=O)O)O)=O)C=CC1F (6-(3-Chloro-4-fluorobenzyl)-4-hydroxy-5-oxo-5,6,7,8-tetrahydro-2,6-naphthyridine-1-carboxylic acid). Reaction SMILES: [Cl:1][C:2]1[CH:3]=[C:4]([CH:23]=[CH:24][C:25]=1[F:26])[CH2:5][N:6]1[CH2:15][CH2:14][C:13]2[C:12]([C:16]([O:18]CC)=[O:17])=[N:11][CH:10]=[C:9]([OH:21])[C:8]=2[C:7]1=[O:22].[Li+].[OH-].Cl>C1COCC1.CO.O>[Cl:1][C:2]1[CH:3]=[C:4]([CH:23]=[CH:24][C:25]=1[F:26])[CH2:5][N:6]1[CH2:15][CH2:14][C:13]2[C:12]([C:16]([OH:18])=[O:17])=[N:11][CH:10]=[C:9]([OH:21])[C:8]=2[C:7]1=[O:22] |f:1.2|. Procedure: To a solution of ethyl 6-(3-chloro-4-fluorobenzyl)-4-hydroxy-5-oxo-5,6,7,8-tetrahydro-2,6-naphthyridine-1-carboxylate (27.0 g, 71 mmol) in THF (333 mL) and MeOH (166 mL) was added LiOH (5.21 g, 214 mmol) dissolved in enough water to make a 1N solution (total volume 213 mL) and the reaction was heated to 60° C. overnight. HPLC showed completion. A white precipitate was observed. The reaction was neutralized with 1N HCl and the more volatile solvents removed, leaving the water solution. 300 mL wat... Starting materials: Cl.FC=1C=C(CN2N=CC(=C2)C2=CN(C3=NC=C(C=C32)C3=CC=C(C=C3)C3CCNCC3)S(=O)(=O)C3=CC=C(C)C=C3)C=CC1 (3-(1-(3-fluorobenzyl)-1H-pyrazol-4-yl)-5-(4-(piperidin-4-yl)phenyl)-1-tosyl-1H-pyrrolo[2,3-b]pyridine hydrochloride), C(CC1=CC=CC=C1)N1N=CC(=C1)C1=CN(C2=NC=C(C=C21)C2=CC=C(C=C2)N2CCN(CC2)C(=O)OC(C)(C)C)S(=O)(=O)C2=CC=C(C)C=C2 (tert-butyl 4-(4-(3-(1-phenethyl-1H-pyrazol-4-yl)-1-tosyl-1H-pyrrolo[2,3-b]pyridin-5-yl)phenyl)piperazine-1-carboxylate), [OH-].[Li+] (lithium hydroxide). Solvent: C1CCOC1.CO.O (THF Methanol water). Yields the product C(CC1=CC=CC=C1)N1N=CC(=C1)C1=CNC2=NC=C(C=C21)C2=CC=C(C=C2)N2CCN(CC2)C(=O)OC(C)(C)C (tert-butyl 4-(4-(3-(1-phenethyl-1H-pyrazol-4-yl)-1H-pyrrolo[2,3-b]pyridin-5-yl)phenyl)piperazine-1-carboxylate). RXN SMILES: Cl.FC1C=C(C=CC=1)CN1C=C(C2C3C(=NC=C(C4C=CC(C5CCNCC5)=CC=4)C=3)N(S(C3C=CC(C)=CC=3)(=O)=O)C=2)C=N1.[CH2:46]([N:54]1[CH:58]=[C:57]([C:59]2[C:67]3[C:62](=[N:63][CH:64]=[C:65]([C:68]4[CH:73]=[CH:72][C:71]([N:74]5[CH2:79][CH2:78][N:77]([C:80]([O:82][C:83]([CH3:86])([CH3:85])[CH3:84])=[O:81])[CH2:76][CH2:75]5)=[CH:70][CH:69]=4)[CH:66]=3)[N:61](S(C3C=CC(C)=CC=3)(=O)=O)[CH:60]=2)[CH:56]=[N:55]1)[CH2:47][C:48]1[CH:53]=[CH:52][CH:51]=[CH:50][CH:49]=1.[OH-].[Li+]>C1COCC1.CO.O>[CH2:46]([N:54]1[CH:58]=[C:57]([C:59]2[C:67]3[C:62](=[N:63][CH:64]=[C:65]([C:68]4[CH:69]=[CH:70][C:71]([N:74]5[CH2:75][CH2:76][N:77]([C:80]([O:82][C:83]([CH3:86])([CH3:85])[CH3:84])=[O:81])[CH2:78][CH2:79]5)=[CH:72][CH:73]=4)[CH:66]=3)[NH:61][CH:60]=2)[CH:56]=[N:55]1)[CH2:47][C:48]1[CH:49]=[CH:50][CH:51]=[CH:52][CH:53]=1 |f:0.1,3.4,5.6.7|. Procedure details: Using similar reaction conditions as described in step-iii of example-1, tert-butyl 4-(4-(3-(1-phenethyl-1H-pyrazol-4-yl)-1-tosyl-1H-pyrrolo[2,3-b]pyridin-5-yl)phenyl)piperazine-1-carboxylate (160 mg, 0.227 mmol) was hydrolyzed by lithium hydroxide (19 mg, 0.455 mmol), THF/Methanol/water (5/1/1 ml) to yield 130 mg (crude) of the titled compound. MS: m/z=549.4 (M+1). Starting materials: ClC1=NC=CC(=C1)C1=C(C(=NN1)C=1SC=CC1)CCNS(=O)(=O)C1=CC=C(C=C1)CCCCC (N- {2-[5-(2-Chloro-pyridin-4-yl)-3-thiophen-2-yl-1H-pyrazol-4-yl]-ethyl}-4-pentyl-benzenesulfonamide), N1CCOCC1 (morpholine). Solvent: CN1C(CCC1)=O (1-methyl-2-pyrrolidinone). Conditions: temperature 190 celsius, time 3 hour. Yields the product N1(CCOCC1)C1=NC=CC(=C1)C1=C(C(=NN1)C=1SC=CC1)CCNS(=O)(=O)C1=CC=C(C=C1)CCCCC (N-{2-[5-(2-Morpholin-4-yl-pyridin-4-yl)-3-thiophen-2-yl-1H-pyrazol-4-yl]-ethyl}-4-pentyl-benzene sulfonamide). Isolated yield 75.6%. RXN SMILES: Cl[C:2]1[CH:7]=[C:6]([C:8]2[NH:12][N:11]=[C:10]([C:13]3[S:14][CH:15]=[CH:16][CH:17]=3)[C:9]=2[CH2:18][CH2:19][NH:20][S:21]([C:24]2[CH:29]=[CH:28][C:27]([CH2:30][CH2:31][CH2:32][CH2:33][CH3:34])=[CH:26][CH:25]=2)(=[O:23])=[O:22])[CH:5]=[CH:4][N:3]=1.[NH:35]1[CH2:40][CH2:39][O:38][CH2:37][CH2:36]1>CN1CCCC1=O>[N:35]1([C:2]2[CH:7]=[C:6]([C:8]3[NH:12][N:11]=[C:10]([C:13]4[S:14][CH:15]=[CH:16][CH:17]=4)[C:9]=3[CH2:18][CH2:19][NH:20][S:21]([C:24]3[CH:25]=[CH:26][C:27]([CH2:30][CH2:31][CH2:32][CH2:33][CH3:34])=[CH:28][CH:29]=3)(=[O:23])=[O:22])[CH:5]=[CH:4][N:3]=2)[CH2:40][CH2:39][O:38][CH2:37][CH2:36]1. Procedure details: A mixture of N- {2-[5-(2-Chloro-pyridin-4-yl)-3-thiophen-2-yl-1H-pyrazol-4-yl]-ethyl}-4-pentyl-benzenesulfonamide (10 mg, 19.4 μmol) and morpholine (17 μl, 194 μmol) in 1-methyl-2-pyrrolidinone (500 μL) was stirred at 190° C. in a seal tube for 3 h. The reaction mixture was concentrated to 2 ml. The crude product was purified by Prep-HPLC. Removal of the solvent in vacuo provided the title compound (8.3 mg, 76% yield). MS m/e 566; HPLC retention time 3.35 min (Method A). The reactants are COCOC1=C(C=CC(=C1)OCOC)C1=CC(CCC1)=O (3-[2,4-bis(methoxymethoxy)phenyl]-2-cyclohexen-1-one), [H][H] (hydrogen). The reagents and catalysts are [Pd] (palladium). Run in C(C)O (ethanol). Reaction conditions: time 16 hour. Product: COCOC1=C(C=CC(=C1)OCOC)C1CC(CCC1)=O ((±)-3-[2,4-Bis(methoxymethoxy)phenyl]cyclohexanone). Isolated yield 70.0%. As a reaction SMILES: [CH3:1][O:2][CH2:3][O:4][C:5]1[CH:10]=[C:9]([O:11][CH2:12][O:13][CH3:14])[CH:8]=[CH:7][C:6]=1[C:15]1[CH2:20][CH2:19][CH2:18][C:17](=[O:21])[CH:16]=1.[H][H]>[Pd].C(O)C>[CH3:1][O:2][CH2:3][O:4][C:5]1[CH:10]=[C:9]([O:11][CH2:12][O:13][CH3:14])[CH:8]=[CH:7][C:6]=1[CH:15]1[CH2:20][CH2:19][CH2:18][C:17](=[O:21])[CH2:16]1. Procedure: A suspension of 3-[2,4-bis(methoxymethoxy)phenyl]-2-cyclohexen-1-one (300 m g) and palladium catalyst (50 mg, 10% palladium on carbon) in ethanol was stirred at ambient temperature under 1 atmosphere of hydrogen. After 16 hr, the mixture was filtered through celite and the filtrate was evaporated in vacuo. The product was dissolved in dichloromethane (15 ml). Celite and pyridinium chlorochromate (430 mg) were added and the mixture was stirred at room temperature. After 3 hr, the mixture was filt... Reaction SMILES: [N:1]([CH:4]1[C:10](=[O:11])[N:9]2[CH:5]1[CH2:6][C:7](=[O:22])[CH:8]2[C:12]([O:14][CH2:15][C:16]1[CH:21]=[CH:20][CH:19]=[CH:18][CH:17]=1)=[O:13])=[N+:2]=[N-:3].[H-].[K+].[CH2:25]([N:27]([CH2:30][CH2:31]Cl)[CH2:28][CH3:29])[CH3:26]>CN(C)C=O.C(OCC)(=O)C>[N:1]([CH:4]1[C:10](=[O:11])[N:9]2[CH:5]1[CH2:6][C:7]([O:22][CH2:26][CH2:25][N:27]([CH2:30][CH3:31])[CH2:28][CH3:29])=[C:8]2[C:12]([O:14][CH2:15][C:16]1[CH:17]=[CH:18][CH:19]=[CH:20][CH:21]=1)=[O:13])=[N+:2]=[N-:3] |f:1.2|. Solvent: C(C)(=O)OCC (ethyl acetate), CN(C=O)C (dimethylformamide), CN(C=O)C (dimethylformamide). Yields the product N(=[N+]=[N-])C1C2CC(=C(N2C1=O)C(=O)OCC1=CC=CC=C1)OCCN(CC)CC (benzyl 6-azido-3-(2-diethylaminoethyloxy)-1-azabicyclo[3.2.0]hept-2-en-7-one-2-carboxylate). Procedure details: An ice-cold solution of benzyl 6-azido-1-azabicyclo[3.2.0]heptan-3,7-dione-2-carboxylate (1 mmol) in anhydrous dimethylformamide (1 ml) is added dropwise to an ice-cold mixture of potassium hydride (1 mmol) in anhydrous dimethylformamide (4 ml). After stirring for several minutes in the cold and under nitrogen, the mixture is treated with diethylaminoethyl chloride and stirred in the cold for 2 hr. The mixture is diluted with ethyl acetate, washed thoroughly with water and brine, dried over magn... The reactants are C(C)N(CC)CCCl (diethylaminoethyl chloride), ice, N(=[N+]=[N-])C1C2CC(C(N2C1=O)C(=O)OCC1=CC=CC=C1)=O (benzyl 6-azido-1-azabicyclo[3.2.0]heptan-3,7-dione-2-carboxylate), ice, [H-].[K+] (potassium hydride).